Dataset: the Open Reaction Database (ORD), a public repository of structured organic reaction records. Task: describe an organic reaction: reactants, conditions, products, and yield Starting materials: [F-].C(CCC)[N+](CCCC)(CCCC)CCCC (Tetra-butylammonium fluoride), solution, C(C)(C)OC(C1(CC=C(C=C1)CC(=O)NC1=CC=CC=C1)OC)(OC(C)C)OC(C)C (4-tri-isopropoxymethyl-2-(4′-methoxyphenyl)acetanilide). The solvent is C1CCOC1 (THF), C1CCOC1 (THF), C(C)(=O)OCC (ethyl acetate). Conditions: time 2 hour. Product: OCC1(CC=C(C=C1)CC(=O)NC1=CC=CC=C1)OC (4-Hydroxymethyl-2-(4′-methoxyphenyl)acetanilide). Yield: 149.2%. Reaction SMILES: [F-].C([N+](CCCC)(CCCC)CCCC)CCC.C([O:22][C:23](OC(C)C)(OC(C)C)[C:24]1([O:40][CH3:41])[CH:29]=[CH:28][C:27]([CH2:30][C:31]([NH:33][C:34]2[CH:39]=[CH:38][CH:37]=[CH:36][CH:35]=2)=[O:32])=[CH:26][CH2:25]1)(C)C>C1COCC1.C(OCC)(=O)C>[OH:22][CH2:23][C:24]1([O:40][CH3:41])[CH:25]=[CH:26][C:27]([CH2:30][C:31]([NH:33][C:34]2[CH:39]=[CH:38][CH:37]=[CH:36][CH:35]=2)=[O:32])=[CH:28][CH2:29]1 |f:0.1|. Reported procedure: Tetra-butylammonium fluoride (4.48 mL of a 1M solution in THF) was added to a solution of 4-tri-isopropoxymethyl-2-(4′-methoxyphenyl)acetanilide (1.87 g, 4.07 mmol) in THF (12 mL) and stirred for 2 hours. The reaction was diluted with ethyl acetate and washed with saturated ammonium chloride then water and finally dried over sodium sulphate. The solvent was evaporated to afford 1.66 g of a yellow oil. RXN SMILES: [CH2:1]([c:2]1[cH:3][cH:4][cH:5][cH:6][cH:7]1)[O:8][c:9]1[c:10]([O:34][CH3:35])[cH:11][c:12]2[c:13]([O:19][c:20]3[c:21](-[c:28]4[n:29][cH:30][cH:31][cH:32][cH:33]4)[n:22][c:23]([CH3:27])[c:24]([CH3:26])[cH:25]3)[cH:14][cH:15][n:16][c:17]2[cH:18]1.[CH3:36][S:37](=[O:38])(=[O:39])[OH:40].[OH:41][C:42]([C:43]([F:44])([F:45])[F:46])=[O:47]>>[OH:8][c:9]1[c:10]([O:34][CH3:35])[cH:11][c:12]2[c:13]([O:19][c:20]3[c:21](-[c:28]4[n:29][cH:30][cH:31][cH:32][cH:33]4)[n:22][c:23]([CH3:27])[c:24]([CH3:26])[cH:25]3)[cH:14][cH:15][n:16][c:17]2[cH:18]1. The reactants are COc1cc2c(Oc3cc(C)c(C)nc3-c3ccccn3)ccnc2cc1OCc1ccccc1, CS(=O)(=O)O, O=C(O)C(F)(F)F. Yields the product COc1cc2c(Oc3cc(C)c(C)nc3-c3ccccn3)ccnc2cc1O. Reaction SMILES: C(=O)([O-])[O-:2].[K+].[K+].[NH2:7][CH2:8][CH2:9][CH2:10][OH:11].F[C:13]1[CH:20]=[C:19]([N:21]2[C:33]3[CH:32]=[CH:31][CH:30]=[C:29]([C:34]4[CH:35]=[N:36][CH:37]=[C:38]([O:40][CH3:41])[CH:39]=4)[C:28]=3[C:27]3[C:22]2=[CH:23][CH:24]=[CH:25][CH:26]=3)[CH:18]=[CH:17][C:14]=1[C:15]#[N:16].[OH-].[Na+].OO>CS(C)=O.O.C(O)C>[OH:11][CH2:10][CH2:9][CH2:8][NH:7][C:13]1[CH:20]=[C:19]([N:21]2[C:33]3[CH:32]=[CH:31][CH:30]=[C:29]([C:34]4[CH:35]=[N:36][CH:37]=[C:38]([O:40][CH3:41])[CH:39]=4)[C:28]=3[C:27]3[C:22]2=[CH:23][CH:24]=[CH:25][CH:26]=3)[CH:18]=[CH:17][C:14]=1[C:15]([NH2:16])=[O:2] |f:0.1.2,5.6|. The solvent is O (water), C(C)O (ethanol), CS(=O)C (dimethyl sulphoxide). Procedure details: 0.85 g of potassium carbonate and 3.14 ml of 3-amino-1-propanol are successively added to a solution of 0.81 g of 2-fluoro-4-[4-(5-methoxypyridin-3-yl)-9H-carbazol-9-yl]benzonitrile obtained in stage 2 of Example 27, in 7 ml of dimethyl sulphoxide. The reaction mixture is heated at 90° C. for 1 hour and 20 minutes in a microwave, and then 20.9 ml of ethanol are added, followed by 4 ml of a 1N solution of sodium hydroxide and 4 ml of 30% aqueous hydrogen peroxide. The reaction mixture is stirred ... Reaction conditions: temperature 90 celsius, time 2 hour. Reactants: OO (hydrogen peroxide), solution, [OH-].[Na+] (sodium hydroxide), C([O-])([O-])=O.[K+].[K+] (potassium carbonate), NCCCO (3-amino-1-propanol), FC1=C(C#N)C=CC(=C1)N1C2=CC=CC=C2C=2C(=CC=CC12)C=1C=NC=C(C1)OC (2-fluoro-4-[4-(5-methoxypyridin-3-yl)-9H-carbazol-9-yl]benzonitrile). Yields the product OCCCNC1=C(C(=O)N)C=CC(=C1)N1C2=CC=CC=C2C=2C(=CC=CC12)C=1C=NC=C(C1)OC (2-[(3-hydroxypropyl)amino]-4-[4-(5-methoxypyridin-3-yl)-9H-carbazol-9-yl]benzamide). Starting materials: C(C)(C)(C)OC(=O)N1C(CCCC1)CC(=O)O ((RS)-2-carboxymethyl-piperidine-1-carboxylic acid tert butyl ester), BrCC(=O)C1=CC(=CC=C1)OC (2-bromo-3′-methoxyacetophenone). Product: C(C)(C)(C)OC(=O)N1C(CCCC1)CC(=O)OCC(=O)C1=CC(=CC=C1)OC ((RS)-2-[2-(3-Methoxy-phenyl)-2-oxo-ethoxycarbonylmethyl]-piperidine-1-carboxylic tert butyl ester). Isolated yield 95.2%. Reaction SMILES: [C:1]([O:5][C:6]([N:8]1[CH2:13][CH2:12][CH2:11][CH2:10][CH:9]1[CH2:14][C:15]([OH:17])=[O:16])=[O:7])([CH3:4])([CH3:3])[CH3:2].Br[CH2:19][C:20]([C:22]1[CH:27]=[CH:26][CH:25]=[C:24]([O:28][CH3:29])[CH:23]=1)=[O:21]>>[C:1]([O:5][C:6]([N:8]1[CH2:13][CH2:12][CH2:11][CH2:10][CH:9]1[CH2:14][C:15]([O:17][CH2:19][C:20]([C:22]1[CH:27]=[CH:26][CH:25]=[C:24]([O:28][CH3:29])[CH:23]=1)=[O:21])=[O:16])=[O:7])([CH3:4])([CH3:2])[CH3:3]. Procedure: The title compound (3.06 g) was prepared from (RS)-2-carboxymethyl-piperidine-1-carboxylic acid tert butyl ester (2.0 g) and 2-bromo-3′-methoxyacetophenone (1.88 g) according to the method of description 36.